From a dataset of the Open Reaction Database (ORD), a public repository of structured organic reaction records. describe an organic reaction: reactants, conditions, products, and yield The reactants are Fc1cc(F)cc(Br)c1, O=C1OC(=O)C2CCCCC12, I, [Mg], O=S(=O)(O)O. Product: O=C(O)C1CCCCC1C(=O)c1cc(F)cc(F)c1. RXN SMILES: [Br:3][c:4]1[cH:5][c:6]([F:11])[cH:7][c:8]([F:10])[cH:9]1.[CH:12]12[CH:13]([CH2:14][CH2:15][CH2:16][CH2:17]1)[C:18](=[O:19])[O:20][C:21]2=[O:22].[I:2].[Mg:1].[S:23](=[O:24])(=[O:25])([OH:26])[OH:27]>>[c:4]1([C:21]([CH:12]2[CH:13]([C:18](=[O:19])[OH:20])[CH2:14][CH2:15][CH2:16][CH2:17]2)=[O:22])[cH:5][c:6]([F:11])[cH:7][c:8]([F:10])[cH:9]1. Reactants: NC1=CC=C(C=C1)O (4-aminophenol), ClCC(=O)Cl (chloroacetylchloride). The solvent is CC(=O)O (CH3COOH), CC(=O)O[Na] (CH3COONa). Run at time 3 hour. Yields the product ClCC(=O)NC1=CC=C(C=C1)O (2-chloro-N-(4-hydroxyphenyl)acetamide). Isolated yield 40.8%. As a reaction SMILES: [NH2:1][C:2]1[CH:7]=[CH:6][C:5]([OH:8])=[CH:4][CH:3]=1.[Cl:9][CH2:10][C:11](Cl)=[O:12]>CC(O)=O.CC(O[Na])=O>[Cl:9][CH2:10][C:11]([NH:1][C:2]1[CH:7]=[CH:6][C:5]([OH:8])=[CH:4][CH:3]=1)=[O:12]. Procedure details: To a solution of 4-aminophenol (1.0 g, 9.1 mmol) in CH3COOH (3.5 mL) and saturated CH3COONa (3.5 mL), chloroacetylchloride (0.72 mL, 9.1 mmol) was added dropwise. After the addition was complete, the mixture was stirred at room temperature for 3 hours. The reaction mixture was concentrated, washed with water (3×25 mL) and dried over vacuum to isolate the intermediate 17a as white solid (0.690 g, 3.71 mmol, 40% yield). 1H NMR (DMSO, 400 MHz) δ 10.03 (s, 1H), 9.27 (s, 1H), 7.36 (d, J=8.8 Hz, 2H), ... Product: C(CCC)C=1N(C(N(N1)C1=C(C=CC(=C1)[N+](=O)[O-])C(F)(F)F)=O)CC1=C(C=C(C=C1)C1=C(C=CC=C1)S(NC(C)(C)C)(=O)=O)F (5-n-Butyl-4-[[2'-(N-t-butylsulfamoyl)-3-fluorobiphenyl-4-yl]methyl]-2,4-dihydro-2-[5-nitro-2-(trifluoromethyl)phenyl]-3H-1,2,4-triazol-3-one). RXN SMILES: Br[C:2]1[CH:7]=[CH:6][C:5]([N+:8]([O-:10])=[O:9])=[CH:4][C:3]=1[N:11]1[C:15](=[O:16])[N:14]([CH2:17][C:18]2[CH:23]=[CH:22][C:21]([C:24]3[CH:29]=[CH:28][CH:27]=[CH:26][C:25]=3[S:30](=[O:37])(=[O:36])[NH:31][C:32]([CH3:35])([CH3:34])[CH3:33])=[CH:20][C:19]=2[F:38])[C:13]([CH2:39][CH2:40][CH2:41][CH3:42])=[N:12]1.Cl[C:44]([F:50])([F:49])C(OC)=O.[F-:51].[K+].[Br-].[K+]>O.CN(C=O)C>[CH2:39]([C:13]1[N:14]([CH2:17][C:18]2[CH:23]=[CH:22][C:21]([C:24]3[CH:29]=[CH:28][CH:27]=[CH:26][C:25]=3[S:30](=[O:36])(=[O:37])[NH:31][C:32]([CH3:35])([CH3:34])[CH3:33])=[CH:20][C:19]=2[F:38])[C:15](=[O:16])[N:11]([C:3]2[CH:4]=[C:5]([N+:8]([O-:10])=[O:9])[CH:6]=[CH:7][C:2]=2[C:44]([F:50])([F:51])[F:49])[N:12]=1)[CH2:40][CH2:41][CH3:42] |f:2.3,4.5|. Isolated yield 61.7%. The reactants are [F-].[K+] (potassium fluoride), cuprous iodide, [Br-].[K+] (potassium bromide), BrC1=C(C=C(C=C1)[N+](=O)[O-])N1N=C(N(C1=O)CC1=C(C=C(C=C1)C1=C(C=CC=C1)S(NC(C)(C)C)(=O)=O)F)CCCC (2-(2-bromo-5-nitrophenyl)-4-[[2'-(N-t-butylsulfamoyl)-3-fluorobiphenyl-4-yl]methyl]-5-n-butyl-2,4-dihydro-3H-1,2,4-triazol-3-one), ClC(C(=O)OC)(F)F (methyl chlorodifluoroacetate). Run in CN(C)C=O (DMF), O (water). Procedure details: A mixture of 400 mg (0.606 mmol) of 2-(2-bromo-5-nitrophenyl)-4-[[2'-(N-t-butylsulfamoyl)-3-fluorobiphenyl-4-yl]methyl]-5-n-butyl-2,4-dihydro-3H-1,2,4-triazol-3-one (from Step C), 128 μL (175 mg (1.21 mmol) of methyl chlorodifluoroacetate. 42 mg (0.73 mmol) of potassium fluoride, 116 mg (0.606 mmol) of cuprous iodide, 72 mg (0.606 mmol) of potassium bromide, and 1.2 mL of DMF was stirred under N2 at 120° C. in a sealed tube for 15 hours. The cooled mixture was diluted with water and extracted 3×... Starting materials: Cl.COC([C@@H](NC1=CC=C(C=C1)Cl)C)=O ((±)-(4-Chlorophenyl)alanine methyl ester hydrochloride), Cl.CN(CCCN=C=NCC)C (1-(3-dimethylaminopropyl)-3-ethylcarbodiimide hydrochloride), O.ON1N=NC2=C1C=CC=C2 (1-hydroxybenzotriazole monohydrate), CN1CCOCC1 (N-methylmorpholine). The solvent is C(Cl)Cl (methylene chloride), C(=O)O (formic acid), C(=O)O (formic acid), C(Cl)Cl (methylene chloride). Run at time 15 minute. Yields the product ClC1=CC=C(C=C1)CC(C(=O)OC)NC=O (Methyl 3-(4-chlorophenyl)-2-(formylamino)propionate). The yield is 62.6%. RXN SMILES: [ClH:1].[CH3:2][O:3][C:4](=[O:15])[C@H:5]([CH3:14])[NH:6][C:7]1C=CC(Cl)=CC=1.Cl.CN(C)CCCN=C=NCC.[OH2:28].ON1[C:34]2[CH:35]=[CH:36][CH:37]=[CH:38][C:33]=2N=N1.CN1CCOCC1>C(Cl)Cl.C(O)=O>[Cl:1][C:33]1[CH:38]=[CH:37][C:36]([CH2:14][CH:5]([NH:6][CH:7]=[O:28])[C:4]([O:3][CH3:2])=[O:15])=[CH:35][CH:34]=1 |f:0.1,2.3,4.5|. Reported procedure: (±)-(4-Chlorophenyl)alanine methyl ester hydrochloride (2.00 g) was suspended in methylene chloride (20 ml), and 1-(3-dimethylaminopropyl)-3-ethylcarbodiimide hydrochloride (1.60 g), 1-hydroxybenzotriazole monohydrate (1.23 g), N-methylmorpholine (1.90 ml) and formic acid (0.30 ml) were added to stir the mixture for 15 minutes. After a process in which formic acid (0.30 ml) was additionally added to stir the mixture for 15 minutes was repeated 3 times, the reaction mixture was diluted with methy... The reactants are Br.N1(C=NC=C1)C(=O)CC(=O)O (2-(1-imidazoyl)acetic acid hydrogen bromide), O1C(CCCC1)ONC(=O)[C@@H](CCCC1=CC=CC=C1)[C@H](C(=O)NNCC(C)C)CC(C)C (2(R)-[1(S)-[(tetrahydro-2(RS)-pyranyloxy)carbamoyl]-4-phenylbutyl]-2′-isobutyl-4-methylvalerohydrazide), C(C)N1CCOCC1 (N-ethylmorpholine), Cl.C(C)N=C=NCCCN(C)C (1-ethyl-3-(3-dimethylaminopropyl)carbodiimide hydrochloride). Solvent: CN(C=O)C (dimethylformamide), C(C)(=O)OCC (ethyl acetate). Reaction conditions: time 8 hour. Product: O1C(CCCC1)ONC(=O)[C@@H](CCCC1=CC=CC=C1)[C@H](C(=O)NN(CC(C)C)C(CC(=O)N1C=NC=C1)=O)CC(C)C (2(R)-[1(S)-[(tetrahydro-2(RS)-pyranyloxy)carbamoyl]-4-phenylbutyl]-2′-[2-(1-imidazoyl)acetyl]-2′-isobutyl-4-methylvalerohydrazide). The yield is 57.0%. RXN SMILES: Br.[N:2]1([C:7]([CH2:9][C:10]([OH:12])=O)=[O:8])[CH:6]=[CH:5][N:4]=[CH:3]1.[O:13]1[CH2:18][CH2:17][CH2:16][CH2:15][CH:14]1[O:19][NH:20][C:21]([C@H:23]([C@@H:33]([CH2:42][CH:43]([CH3:45])[CH3:44])[C:34]([NH:36][NH:37][CH2:38][CH:39]([CH3:41])[CH3:40])=[O:35])[CH2:24][CH2:25][CH2:26][C:27]1[CH:32]=[CH:31][CH:30]=[CH:29][CH:28]=1)=[O:22].C(N1CCOCC1)C.Cl.C(N=C=NCCCN(C)C)C>CN(C)C=O.C(OCC)(=O)C>[O:13]1[CH2:18][CH2:17][CH2:16][CH2:15][CH:14]1[O:19][NH:20][C:21]([C@H:23]([C@@H:33]([CH2:42][CH:43]([CH3:45])[CH3:44])[C:34]([NH:36][N:37]([C:10](=[O:12])[CH2:9][C:7]([N:2]1[CH:6]=[CH:5][N:4]=[CH:3]1)=[O:8])[CH2:38][CH:39]([CH3:41])[CH3:40])=[O:35])[CH2:24][CH2:25][CH2:26][C:27]1[CH:32]=[CH:31][CH:30]=[CH:29][CH:28]=1)=[O:22] |f:0.1,4.5|. Procedure details: A solution of 0.415 g of 2-(1-imidazoyl)acetic acid hydrogen bromide and 0.461 g of 2(R)-[1(S)-[(tetrahydro-2(RS)-pyranyloxy)carbamoyl]-4-phenylbutyl]-2′-isobutyl-4-methylvalerohydrazide in 5 ml of dimethylformamide was treated with 0.230 g of N-ethylmorpholine and 0.422 g of 1-ethyl-3-(3-dimethylaminopropyl)carbodiimide hydrochloride and the mixture stirred overnight at room temperature. Evaporation gave a residue which was dissolved in ethyl acetate and washed with water and saturated aqueous ... The reactants are ClC1=NC(=CC=C1COC(C)=O)Cl (2,6-dichloro-3-acetoxymethylpyridine), [OH-].[Na+] (sodium hydroxide). The solvent is CO (methanol). Product: ClC1=NC(=CC=C1CO)Cl (2,6-dichloro-3-hydroxymethylpyridine). RXN SMILES: [Cl:1][C:2]1[C:7]([CH2:8][O:9]C(=O)C)=[CH:6][CH:5]=[C:4]([Cl:13])[N:3]=1.[OH-].[Na+]>CO>[Cl:1][C:2]1[C:7]([CH2:8][OH:9])=[CH:6][CH:5]=[C:4]([Cl:13])[N:3]=1 |f:1.2|. Reported procedure: 260 g (1.18 mols) of this 2,6-dichloro-3-acetoxymethylpyridine, 520 ml (2 mols) of aqueous 2N sodium hydroxide solution and 520 ml of methanol are heated under reflux for 2 hours. The methanol is then removed on a rotary evaporator and the residual water phase is extracted by shaking with diethyl ether. After drying the organic phase over magnesium sulphate and concentrating the solution, crude crystalline 2,6-dichloro-3-hydroxymethylpyridine is obtained, which can be purified by recrystallisati... Starting materials: NN1C(C2=CC(=CC=C2C(=N1)C1=CC=C(C=C1)OC)Br)=O (2-amino-7-bromo-4-(4-methoxyphenyl)phthalazin-1(2H)-one), C12(CC3CC(CC(C1)C3)C2)CC(=O)Cl (2-(adamant-1-yl)acetyl chloride). The product is C12(CC3CC(CC(C1)C3)C2)CC(=O)NN2C(C3=CC(=CC=C3C(=N2)C2=CC=C(C=C2)OC)Br)=O (2-(adamantan-1-yl)-N-[7-bromo-4-(4-methoxyphenyl)-1-oxophthalazin-2(1H)-yl]acetamide). As a reaction SMILES: [NH2:1][N:2]1[N:11]=[C:10]([C:12]2[CH:17]=[CH:16][C:15]([O:18][CH3:19])=[CH:14][CH:13]=2)[C:9]2[C:4](=[CH:5][C:6]([Br:20])=[CH:7][CH:8]=2)[C:3]1=[O:21].[C:22]12([CH2:32][C:33](Cl)=[O:34])[CH2:31][CH:26]3[CH2:27][CH:28]([CH2:30][CH:24]([CH2:25]3)[CH2:23]1)[CH2:29]2>>[C:22]12([CH2:32][C:33]([NH:1][N:2]3[N:11]=[C:10]([C:12]4[CH:13]=[CH:14][C:15]([O:18][CH3:19])=[CH:16][CH:17]=4)[C:9]4[C:4](=[CH:5][C:6]([Br:20])=[CH:7][CH:8]=4)[C:3]3=[O:21])=[O:34])[CH2:29][CH:28]3[CH2:27][CH:26]([CH2:25][CH:24]([CH2:30]3)[CH2:23]1)[CH2:31]2. Procedure details: The product from Example 174A and 2-(adamant-1-yl)acetyl chloride were treated using a method similar to that described in Example 53 to give the title compound. 1H NMR (300 MHz, DMSO-d6) δ ppm 11.28 (s, 1H), 8.50 (d, J=2.1 Hz, 1H), 8.14 (dd, J=8.6, 2.2 Hz, 1H), 7.70 (d, J=8.7 Hz, 1H), 7.51-7.55 (m, 2H), 7.11-7.15 (m, 2H), 3.85 (s, 3H), 2.05 (s, 2H), 1.92-1.98 (bs, 3H), 1.58-1.70 (m, 12H); MS (ESI+) M/Z, 524 (M+H)+.